Dataset: the Open Reaction Database (ORD), a public repository of structured organic reaction records. Task: describe an organic reaction: reactants, conditions, products, and yield The reactants are [H-].[Na+] (NaH), O(C1=CC=CC=C1)C(=O)N[C@@H](C(C)C)C(=O)O (N-phenoxycarbonyl-L-Valine), CNCC=1N=C(SC1)C(C)C (N-methyl-N-((2-isopropyl-4-thiazolyl)methyl)amine), O (water). Solvent: C1CCOC1 (THF), C1CCOC1 (THF), C1CCOC1 (THF), C1CCOC1 (THF). Reaction conditions: temperature 50 celsius, time 4 hour. The product is CN(CC=1N=C(SC1)C(C)C)C(=O)N[C@@H](C(C)C)C(=O)O (N-((N-Methyl-N-((2-isopropyl-4-thiazolyl)methyl)amino)carbonyl)-L-Valine). The yield is 83.0%. Reaction SMILES: [H-].[Na+].[CH3:3][NH:4][CH2:5][C:6]1[N:7]=[C:8]([CH:11]([CH3:13])[CH3:12])[S:9][CH:10]=1.[O:14]([C:21]([NH:23][C@H:24]([C:28]([OH:30])=[O:29])[CH:25]([CH3:27])[CH3:26])=O)C1C=CC=CC=1.O>C1COCC1>[CH3:3][N:4]([C:21]([NH:23][C@H:24]([C:28]([OH:30])=[O:29])[CH:25]([CH3:27])[CH3:26])=[O:14])[CH2:5][C:6]1[N:7]=[C:8]([CH:11]([CH3:13])[CH3:12])[S:9][CH:10]=1 |f:0.1|. Procedure: To a stirred slurry of 95% NaH (560 mg, 23.2 mmol) at -10° C. in 20 mL of THF was slowly added N-methyl-N-((2-isopropyl-4-thiazolyl)methyl)amine (3.76 g, 22.1 mmol) keeping the temperature not more than 0° C. THF (5 mL) was added as a rinse. A solution of N-phenoxycarbonyl-L-Valine (5.0 g, 21.1 mmol) dissolved in 20 mL of THF was added slowly keeping the temperature not more than 0° C. THF (5 mL) was added as a rinse. After 4 hours, water (100 mL) was added, and the THF was removed under reduced... Reactants: acid, CN1CCOCC1 (N-methylmorpholine), O.ON1N=NC2=C1C=CC=C2 (1-hydroxy benzotriazole hydrate), ClC1=CC=C(CN)C=C1 (4-chlorobenzylamine), 1-cyclohexyl-3-(7-morpholinoethyl) carbodiimide p-toluenesulfonate, C([O-])([O-])=O.[Na+].[Na+] (sodium carbonate). The solvent is O (water), C(Cl)Cl (methylene chloride), C(Cl)Cl (methylene chloride). Reaction conditions: time 17 hour. The product is ClC1=CC=C(CNC(=O)C2=CC3=C(C=CC=C3C=C2)N2CCN(CC2)C)C=C1 (8-(4-Methylpiperazin-1-yl) naphthalene-2-carboxylic acid 4-chlorobenzylamide). Yield: 21.8%. Reaction SMILES: [CH3:1][N:2]1[CH2:7][CH2:6]O[CH2:4][CH2:3]1.O.O[N:10]1[C:14]2[CH:15]=[CH:16][CH:17]=[CH:18][C:13]=2N=N1.[Cl:19][C:20]1[CH:27]=[CH:26][C:23]([CH2:24][NH2:25])=[CH:22][CH:21]=1.[C:28](=[O:31])([O-])[O-].[Na+].[Na+]>O.C(Cl)Cl>[Cl:19][C:20]1[CH:27]=[CH:26][C:23]([CH2:24][NH:25][C:28]([C:13]2[CH:14]=[CH:15][C:18]3[C:13](=[C:14]([N:10]4[CH2:4][CH2:3][N:2]([CH3:1])[CH2:7][CH2:6]4)[CH:15]=[CH:16][CH:17]=3)[CH:18]=2)=[O:31])=[CH:22][CH:21]=1 |f:1.2,4.5.6|. Reported procedure: A mixture of the above acid (0.25 g, 0.82 mmol), methylene chloride (4 mL), N-methylmorpholine (0.31 mL, 2.87 mmol), 1-hydroxy benzotriazole hydrate (0.12 g, 0.9 mmol), 4-chlorobenzylamine (0.1 mL, 0.82 mmol) and 1-cyclohexyl-3-(7-morpholinoethyl) carbodiimide p-toluenesulfonate (0.69 g, 1.62 mmol) was stirred 17 hours at ambient temperature. The reaction was diluted with water (10 mL) and methylene chloride (10 mL) and adjusted to pH 9 by addition of saturated aqueous sodium carbonate. The phas... Reactants: C12C(C(=O)OC1=O)C3(C(=C(C2(C3(Cl)Cl)Cl)Cl)Cl)Cl (chlorendic anhydride), C1(=CC=CC=C1)C (toluene), SC1=CC=C(N)C=C1 (4-mercaptoaniline), resultant solution. Run in O (water), O (water), O1CCOCC1 (dioxane). The product is SC1=CC=C(C=C1)N1C(=O)C2C3(C(=C(C(C2C1=O)(C3(Cl)Cl)Cl)Cl)Cl)Cl (N-(4-mercaptophenyl)-1,4,5,6,7,7-hexachloro-5-norbornene-2,3-dicarboximide). Reaction SMILES: [CH:1]12[C:11]3([Cl:15])[C:12]([Cl:14])([Cl:13])[C:8]([Cl:18])([C:9]([Cl:17])=[C:10]3[Cl:16])[CH:2]1[C:3]([O:5][C:6]2=[O:7])=O.C1(C)C=CC=CC=1.[SH:26][C:27]1[CH:33]=[CH:32][C:30]([NH2:31])=[CH:29][CH:28]=1>O.O1CCOCC1>[SH:26][C:27]1[CH:33]=[CH:32][C:30]([N:31]2[C:6](=[O:7])[CH:1]3[CH:2]([C:8]4([Cl:18])[C:12]([Cl:13])([Cl:14])[C:11]3([Cl:15])[C:10]([Cl:16])=[C:9]4[Cl:17])[C:3]2=[O:5])=[CH:29][CH:28]=1. Procedure: A 1000 ml 3-neck flask, equipped with a Dean-Stark water trap and a mechanical stirrer, was charged with 102 g (10% molar excess) of chlorendic anhydride, 400 ml toluene and 300 ml of dry dioxane. Thirty-one grams of 4-mercaptoaniline were then added to the resultant solution, whereupon a pale yellow solid formed instantly. The reaction mixture was heated gradually until the solvent began to reflux, at which point the evolution of water commenced and the solid disappeared. About 4.5 ml of water ... The reactants are ClCCl, CC(C)(C)N(N)C(=O)O, CN(C)C=O, CC(C)(C)c1cc(C=CC(=O)O)cc(C(C)(C)C)c1O, O=C(Cl)C(=O)Cl. Yields the product CC(C)(C)c1cc(C=CC(=O)NN(C(=O)O)C(C)(C)C)cc(C(C)(C)C)c1O. RXN SMILES: [CH2:36]([Cl:37])[Cl:38].[CH3:27][C:28]([CH3:29])([CH3:30])[N:31]([NH2:32])[C:33](=[O:34])[OH:35].[CH3:39][N:40]([CH3:41])[CH:42]=[O:43].[CH3:7][C:8]([CH3:9])([CH3:10])[c:11]1[cH:12][c:13]([CH:14]=[CH:15][C:16](=[O:17])[OH:18])[cH:19][c:20]([C:23]([CH3:24])([CH3:25])[CH3:26])[c:21]1[OH:22].[Cl:1][C:2]([C:3]([Cl:4])=[O:5])=[O:6]>>[CH3:7][C:8]([CH3:9])([CH3:10])[c:11]1[cH:12][c:13]([CH:14]=[CH:15][C:16](=[O:18])[NH:32][N:31]([C:28]([CH3:27])([CH3:29])[CH3:30])[C:33](=[O:34])[OH:35])[cH:19][c:20]([C:23]([CH3:24])([CH3:25])[CH3:26])[c:21]1[OH:22].